Dataset: the Open Reaction Database (ORD), a public repository of structured organic reaction records. Task: describe an organic reaction: reactants, conditions, products, and yield Reactants: CCOC(C)=O, O=[N+]([O-])c1ccc2nc(NC3CCc4ccccc43)ccc2c1, [H][H]. The product is Nc1ccc2nc(NC3CCc4ccccc43)ccc2c1. Reaction SMILES: [CH3:26][CH2:27][O:28][C:29](=[O:30])[CH3:31].[CH:1]1([NH:10][c:11]2[n:12][c:13]3[cH:14][cH:15][c:16]([N+:21]([O-:22])=[O:23])[cH:17][c:18]3[cH:19][cH:20]2)[CH2:2][CH2:3][c:4]2[cH:5][cH:6][cH:7][cH:8][c:9]21.[H:24][H:25]>>[CH:1]1([NH:10][c:11]2[n:12][c:13]3[cH:14][cH:15][c:16]([NH2:21])[cH:17][c:18]3[cH:19][cH:20]2)[CH2:2][CH2:3][c:4]2[cH:5][cH:6][cH:7][cH:8][c:9]21.